This data is from the Open Reaction Database (ORD), a public repository of structured organic reaction records. The task is: describe an organic reaction: reactants, conditions, products, and yield The solvent is C1(=CC=CC=C1)C (toluene). The product is CC(CNC1=C(C=2N(C(=C1)C)N=NN2)N)C (N7-(2-methylpropyl)-5-methyltetraazolo[1,5-α]pyridine-7,8-diamine). Isolated yield 88.5%. Reactants: CO (methanol), stainless steel, CC(CNC1=C(C=2N(C(=C1)C)N=NN2)[N+](=O)[O-])C (N-(2-Methylpropyl)-5-methyl-8-nitrotetraazolo[1,5-α]pyridin-7-amine). Reaction SMILES: [CH3:1][CH:2]([CH3:18])[CH2:3][NH:4][C:5]1[CH:10]=[C:9]([CH3:11])[N:8]2[N:12]=[N:13][N:14]=[C:7]2[C:6]=1[N+:15]([O-])=O.CO>C1(C)C=CC=CC=1>[CH3:1][CH:2]([CH3:18])[CH2:3][NH:4][C:5]1[CH:10]=[C:9]([CH3:11])[N:8]2[N:12]=[N:13][N:14]=[C:7]2[C:6]=1[NH2:15]. Reaction conditions: time 2 hour. Procedure: N-(2-Methylpropyl)-5-methyl-8-nitrotetraazolo[1,5-α]pyridin-7-amine (9.60 g, 43.6 mmol) was dissolved in warm anhydrous toluene (900 mL) and methanol (100 mL) and then added to a 2 L stainless steel Parr vessel. The vessel was flushed several times with nitrogen, and 5% platinum on carbon (2.0 g) was added to the solution. The vessel was flushed multiple times with hydrogen, and then placed under hydrogen pressure (50 psi, 3.4×105 Pa). After two hours, no further hydrogen was consumed. The react... The reactants are C1CCOC1, [N-]=[N+]=NCC(F)(F)c1ccc(Cl)cn1, [NH4+], [Na+], [OH-], [OH-], c1ccc(P(c2ccccc2)c2ccccc2)cc1. The product is NCC(F)(F)c1ccc(Cl)cn1. As a reaction SMILES: [CH2:38]1[O:39][CH2:40][CH2:41][CH2:42]1.[N:1](=[N+:2]=[N-:3])[CH2:4][C:5]([F:6])([F:7])[c:8]1[n:9][cH:10][c:11]([Cl:14])[cH:12][cH:13]1.[NH4+:34].[Na+:37].[OH-:35].[OH-:36].[c:15]1([P:16]([c:17]2[cH:18][cH:19][cH:20][cH:21][cH:22]2)[c:23]2[cH:24][cH:25][cH:26][cH:27][cH:28]2)[cH:29][cH:30][cH:31][cH:32][cH:33]1>>[NH2:1][CH2:4][C:5]([F:6])([F:7])[c:8]1[n:9][cH:10][c:11]([Cl:14])[cH:12][cH:13]1.